Dataset: the Open Reaction Database (ORD), a public repository of structured organic reaction records. Task: describe an organic reaction: reactants, conditions, products, and yield Starting materials: NC1=CC=C(C=C1)CCC(C(C)C)=O (5-(4-amino-phenyl)-2-methyl-pentan-3-one), C([O-])([O-])=O.[Cs+].[Cs+] (cesium carbonate), ClC(=O)OCC1=CC=CC=C1 (Benzyl chloroformate). Run in C(C)#N (acetonitrile). Conditions: temperature 50 celsius, time 15 minute. Product: C(C1=CC=CC=C1)OC(NC1=CC=C(C=C1)CCC(C(C)C)=O)=O ([4-(4-Methyl-3-oxo-pentyl)-phenyl]-carbamic acid benzyl ester). As a reaction SMILES: [NH2:1][C:2]1[CH:7]=[CH:6][C:5]([CH2:8][CH2:9][C:10](=[O:14])[CH:11]([CH3:13])[CH3:12])=[CH:4][CH:3]=1.C(=O)([O-])[O-].[Cs+].[Cs+].Cl[C:22]([O:24][CH2:25][C:26]1[CH:31]=[CH:30][CH:29]=[CH:28][CH:27]=1)=[O:23]>C(#N)C>[CH2:25]([O:24][C:22](=[O:23])[NH:1][C:2]1[CH:3]=[CH:4][C:5]([CH2:8][CH2:9][C:10](=[O:14])[CH:11]([CH3:12])[CH3:13])=[CH:6][CH:7]=1)[C:26]1[CH:31]=[CH:30][CH:29]=[CH:28][CH:27]=1 |f:1.2.3|. Reported procedure: A solution of 11.9 g (62 mmol) of crude 5-(4-amino-phenyl)-2-methyl-pentan-3-one (prepared in Example GGGGG) in 100 mL of acetonitrile was treated with 24.3 g (75 mmol) of cesium carbonate, and the mixture was stirred at 50° C. for 15 minutes. Benzyl chloroformate (10.7 mL, 75 mmol) was added all at once, and the mixture was stirred at room temperature for 90 minutes. The solvent was evaporated. The residue was partitioned between EtOAc and H2O; the organic layer was separated, washed with brine...